Dataset: the Open Reaction Database (ORD), a public repository of structured organic reaction records. Task: describe an organic reaction: reactants, conditions, products, and yield Starting materials: [Br-], CCCCC[P+](c1ccccc1)(c1ccccc1)c1ccccc1, C1CCOC1, O=Cc1ccc(O)cc1. Product: CCCCC=Cc1ccc(O)cc1. RXN SMILES: [Br-:1].[CH2:2]([CH2:3][CH2:4][CH2:5][CH3:6])[P+:7]([c:8]1[cH:9][cH:10][cH:11][cH:12][cH:13]1)([c:14]1[cH:15][cH:16][cH:17][cH:18][cH:19]1)[c:20]1[cH:21][cH:22][cH:23][cH:24][cH:25]1.[CH2:35]1[O:36][CH2:37][CH2:38][CH2:39]1.[OH:26][c:27]1[cH:28][cH:29][c:30]([CH:31]=[O:32])[cH:33][cH:34]1>>[CH:2]([CH2:3][CH2:4][CH2:5][CH3:6])=[CH:31][c:30]1[cH:29][cH:28][c:27]([OH:26])[cH:34][cH:33]1.